This data is from the Open Reaction Database (ORD), a public repository of structured organic reaction records. The task is: describe an organic reaction: reactants, conditions, products, and yield The reactants are OCC1=CC(=C(C(=C1)C)CNC(C)=O)C (N-((4-hydroxymethyl-2,6-dimethylphenyl)methyl)acetamide), S(=O)(Cl)Cl (thionyl chloride), O (water). Run in ClCCl (dichloromethane). Reaction conditions: time 3 hour. Product: ClCC1=CC(=C(C(=C1)C)CNC(C)=O)C (N-((4-Chloromethyl-2,6-dimethylphenyl)methyl)acetamide). As a reaction SMILES: O[CH2:2][C:3]1[CH:8]=[C:7]([CH3:9])[C:6]([CH2:10][NH:11][C:12](=[O:14])[CH3:13])=[C:5]([CH3:15])[CH:4]=1.S(Cl)([Cl:18])=O.O>ClCCl>[Cl:18][CH2:2][C:3]1[CH:8]=[C:7]([CH3:9])[C:6]([CH2:10][NH:11][C:12](=[O:14])[CH3:13])=[C:5]([CH3:15])[CH:4]=1. Reported procedure: To a solution of N-((4-hydroxymethyl-2,6-dimethylphenyl)methyl)acetamide (1.0 g) in dichloromethane (12 ml) was added thionyl chloride (0.88 ml). This mixture was stirred at room temperature for 3 hr. The reaction mixture was poured into water and extracted with ethyl acetate. The extract was washed with aqueous sodium hydrogencarbonate and saturated brine, and dried over anhydrous magnesium sulfate. The solvent was evaporated and the obtained residue was recrystallized from ethyl acetate-isopro... Reactants: FC1=CC=C(C=C1)S(=O)(=O)N[C@@H](C(=O)O)CC1=CC=CC=C1 ((R)-2-(4-fluorophenylsulfonamido)-3-phenylpropanoic acid), C(C)(C)(C)OC([C@@H](N)CC1=CC=CC=C1)=O ((S)-phenylalanine tert-butyl ester). The product is FC1=CC=C(C=C1)S(=O)(=O)N[C@H](C(=O)O)CC1=CC=CC=C1 ((S)-2-(4-fluorophenylsulfonamido)-3-phenylpropanoic acid). Isolated yield 63.3%. RXN SMILES: [F:1][C:2]1[CH:7]=[CH:6][C:5]([S:8]([NH:11][C@H:12]([CH2:16][C:17]2[CH:22]=[CH:21][CH:20]=[CH:19][CH:18]=2)[C:13]([OH:15])=[O:14])(=[O:10])=[O:9])=[CH:4][CH:3]=1.C(OC(=O)[C@H](CC1C=CC=CC=1)N)(C)(C)C>>[F:1][C:2]1[CH:7]=[CH:6][C:5]([S:8]([NH:11][C@@H:12]([CH2:16][C:17]2[CH:18]=[CH:19][CH:20]=[CH:21][CH:22]=2)[C:13]([OH:15])=[O:14])(=[O:9])=[O:10])=[CH:4][CH:3]=1. Reported procedure: Following the 16a synthetic method, using B1 (110.65 mg, 0.5 mmol) instead of A1 gave 16b as a colorless oil (102.34 mg, 63.3%). [α]D25: +14.4 (c=0.34, CHCl3); 1H-NMR (300 MHz, CDCl3): δ 7.78-7.71 (m, 2H), 7.26-7.17 (m, 7H), 6.92 (d, J=9 Hz, 1H), 4.25-4.13 (m, 1H), 3.15-2.90 (m, 2H); 13C NMR (300 MHz, acetone-d6): δ 171.56, 166.28, 162.95, 137.52, 136.53, 129.74, 129.62, 129.39, 128.24, 126.68, 115.94, 115.63, 57.31, 38.48; HRMS (ESI): calcd for: C15H14FNO4S [M+Na]+=346.0520, obsd [M+Na]+=346.05... Starting materials: O=C([O-])C=CC(=O)[O-], CC(=O)O, [Ca+2], [Ca+2], [Na+], [OH-], [OH-], [OH-], O. Product: [Ca+2], O=C([O-])C(O)C(O)C(=O)[O-]. As a reaction SMILES: [C:7]([CH:8]=[CH:9][C:10](=[O:11])[O-:12])(=[O:13])[O-:14].[CH3:16][C:17](=[O:18])[OH:19].[Ca+2:15].[Ca+2:5].[Na+:2].[OH-:1].[OH-:4].[OH-:6].[OH2:3]>>[Ca+2:5].[OH:1][CH:9]([CH:8]([OH:3])[C:7](=[O:13])[O-:14])[C:10](=[O:11])[O-:12]. Starting materials: C(C)(=O)O[C@@H]1CC[C@H](CC1)O\N=C(/C(=O)OC(C)(C)C)\C(C)=O (tert-Butyl (Z)-2-(trans -4-acetoxycyclohexyloxyimino)3-oxobutyrate), S(=O)(=O)(Cl)Cl (sulphuryl chloride). Solvent: C(C)(=O)O (acetic acid). Product: C(C)(=O)O[C@@H]1CC[C@H](CC1)O\N=C(/C(=O)O)\C(CCl)=O ((Z)-2-(trans-4-Acetoxycyclohexyloxyimino)-4-chloro-3-oxobutyric acid). RXN SMILES: [C:1]([O:4][C@H:5]1[CH2:10][CH2:9][C@H:8]([O:11]/[N:12]=[C:13](/[C:21](=[O:23])[CH3:22])\[C:14]([O:16]C(C)(C)C)=[O:15])[CH2:7][CH2:6]1)(=[O:3])[CH3:2].S(Cl)([Cl:27])(=O)=O>C(O)(=O)C>[C:1]([O:4][C@H:5]1[CH2:10][CH2:9][C@H:8]([O:11]/[N:12]=[C:13](/[C:21](=[O:23])[CH2:22][Cl:27])\[C:14]([OH:16])=[O:15])[CH2:7][CH2:6]1)(=[O:3])[CH3:2]. Procedure: tert-Butyl (Z)-2-(trans -4-acetoxycyclohexyloxyimino)3-oxobutyrate (327 mg, 1 mmol) was reacted with sulphuryl chloride (0.8 ml) in glacial acetic acid (2 ml) by an analogous procedure to that described in Example 57d to give the crude title compound.